Dataset: the Open Reaction Database (ORD), a public repository of structured organic reaction records. Task: describe an organic reaction: reactants, conditions, products, and yield The reactants are CC(C)(C)C(=O)Cl, CC(O)CCO, ClCCl, Cl, O, c1ccncc1. Yields the product CC(O)CCOC(=O)C(C)(C)C. RXN SMILES: [C:13]([C:14]([CH3:15])([CH3:16])[CH3:17])(=[O:18])[Cl:19].[CH2:1]([CH2:2][CH:3]([CH3:4])[OH:5])[OH:6].[Cl:21][CH2:22][Cl:23].[ClH:20].[OH2:24].[cH:7]1[cH:8][cH:9][n:10][cH:11][cH:12]1>>[CH2:1]([CH2:2][CH:3]([CH3:4])[OH:5])[O:6][C:13]([C:14]([CH3:15])([CH3:16])[CH3:17])=[O:18]. Starting materials: [Al+3], [H-], [H-], [H-], [H-], [Li+], COC(=O)Cc1ccc(C(C)(C)C)c(N)c1, [Na+], C1CCOC1, [OH-]. The product is CC(C)(C)c1ccc(CCO)cc1N. Reaction SMILES: [Al+3:18].[H-:17].[H-:20].[H-:21].[H-:22].[Li+:19].[NH2:1][c:2]1[cH:3][c:4]([CH2:12][C:13](=[O:14])[O:15][CH3:16])[cH:5][cH:6][c:7]1[C:8]([CH3:9])([CH3:10])[CH3:11].[Na+:29].[O:23]1[CH2:24][CH2:25][CH2:26][CH2:27]1.[OH-:28]>>[NH2:1][c:2]1[cH:3][c:4]([CH2:12][CH2:13][OH:14])[cH:5][cH:6][c:7]1[C:8]([CH3:9])([CH3:10])[CH3:11]. Reactants: CCOC(C)=O, [H][H], CC1CNc2cc([N+](=O)[O-])ccc2C1. Product: CC1CNc2cc(N)ccc2C1. As a reaction SMILES: [CH3:17][CH2:18][O:19][C:20](=[O:21])[CH3:22].[H:15][H:16].[N+:1]([O-:2])(=[O:3])[c:4]1[cH:5][cH:6][c:7]2[c:12]([cH:13]1)[NH:11][CH2:10][CH:9]([CH3:14])[CH2:8]2>>[NH2:1][c:4]1[cH:5][cH:6][c:7]2[c:12]([cH:13]1)[NH:11][CH2:10][CH:9]([CH3:14])[CH2:8]2.